This data is from the Open Reaction Database (ORD), a public repository of structured organic reaction records. The task is: describe an organic reaction: reactants, conditions, products, and yield Starting materials: CCOC=C(C(=O)OCC)C(=O)OCC, c1ccc2c(c1)CCCN2. Yields the product CCOC(=O)C(=CN1CCCc2ccccc21)C(=O)OCC. As a reaction SMILES: [CH2:11]([O:12][CH:14]=[C:15]([C:16](=[O:17])[O:18][CH2:19][CH3:20])[C:21](=[O:22])[O:23][CH2:24][CH3:25])[CH3:13].[NH:1]1[CH2:2][CH2:3][CH2:4][c:5]2[cH:6][cH:7][cH:8][cH:9][c:10]21>>[N:1]1([CH:14]=[C:15]([C:16](=[O:17])[O:18][CH2:19][CH3:20])[C:21](=[O:22])[O:23][CH2:24][CH3:25])[CH2:2][CH2:3][CH2:4][c:5]2[cH:6][cH:7][cH:8][cH:9][c:10]21.